From a dataset of the Open Reaction Database (ORD), a public repository of structured organic reaction records. describe an organic reaction: reactants, conditions, products, and yield The reactants are C(C)(C)(C)OC(=O)N1CC2COCC(C1)N2 (3-oxa-7,9-diaza-bicyclo[3.3.1]nonane-7-carboxylic acid tert-butyl ester), COC(=O)C=1[C@@H](N=C(NC1CBr)C=1SC=CN1)C1=C(C=C(C=C1)F)Cl ((R)-6-bromomethyl-4-(2-chloro-4-fluoro-phenyl)-2-thiazol-2-yl-1,4-dihydro-pyrimidine-5-carboxylic acid methyl ester), BrC1=C(C=CC(=C1)F)[C@@H]1N=C(NC(=C1C(=O)OC)CBr)C=1SC=CN1 (methyl (4R)-4-(2-bromo-4-fluoro-phenyl)-6-(bromomethyl)-2-thiazol-2-yl-1,4-dihydropyrimidine-5-carboxylate), BrC1=C(C=CC(=C1)F)[C@@H]1N=C(NC(=C1C(=O)OC)CBr)C=1SC=CN1 (methyl (4R)-4-(2-bromo-4-fluoro-phenyl)-6-(bromomethyl)-2-thiazol-2-yl-1,4-dihydropyrimidine-5-carboxylate). Product: BrC1=C(C=CC(=C1)F)[C@@H]1N=C(NC(=C1C(=O)OC)CN1C2COCC1CNC2)C=2SC=CN2 (methyl (4R)-4-(2-bromo-4-fluoro-phenyl)-6-(3-oxa-7,9-diazabicyclo[3.3.1]nonan-9-ylmethyl)-2-thiazol-2-yl-1,4-dihydropyrimidine-5-carboxylate). RXN SMILES: C(OC([N:8]1[CH2:15][CH:14]2[NH:16][CH:10]([CH2:11][O:12][CH2:13]2)[CH2:9]1)=O)(C)(C)C.[Br:17][C:18]1[CH:23]=[C:22]([F:24])[CH:21]=[CH:20][C:19]=1[C@H:25]1[C:30]([C:31]([O:33][CH3:34])=[O:32])=[C:29]([CH2:35]Br)[NH:28][C:27]([C:37]2[S:38][CH:39]=[CH:40][N:41]=2)=[N:26]1.COC(C1[C@H](C2C=CC(F)=CC=2Cl)N=C(C2SC=CN=2)NC=1CBr)=O>>[Br:17][C:18]1[CH:23]=[C:22]([F:24])[CH:21]=[CH:20][C:19]=1[C@H:25]1[C:30]([C:31]([O:33][CH3:34])=[O:32])=[C:29]([CH2:35][N:16]2[CH:14]3[CH2:15][NH:8][CH2:9][CH:10]2[CH2:11][O:12][CH2:13]3)[NH:28][C:27]([C:37]2[S:38][CH:39]=[CH:40][N:41]=2)=[N:26]1. Procedure: Compound 53b was prepared in analogy to intermediate AC in Example 15, starting from 3-oxa-7,9-diaza-bicyclo[3.3.1]nonane-7-carboxylic acid tert-butyl ester and methyl (4R)-4-(2-bromo-4-fluoro-phenyl)-6-(bromomethyl)-2-thiazol-2-yl-1,4-dihydropyrimidine-5-carboxylate 53a, while 53a was prepared in analogy to compound C in Example 1. The reactants are C1(=CC=CC=C1)P(C1=CC=CC=C1)C1=CC=CC=C1 (triphenylphosphine), BrC1=CC=C(C2=C1C=CO2)F (4-bromo-7-fluoro-benzofurane), CC1(OB(OC1(C)C)C1=CCN(CC1)C(=O)OC(C)(C)C)C (tert-butyl 4-(4,4,5,5-tetramethyl-1,3,2-dioxaborolan-2-yl)-5,6-dihydropyridine-1(2H)-carboxylate), C([O-])([O-])=O.[Na+].[Na+] (sodium carbonate). The reagents and catalysts are C(C)(=O)[O-].[Pd+2].C(C)(=O)[O-] (palladium(II)acetate). The solvent is O (water), COCCOC (1,2-dimethoxyethane). Run at temperature 85 celsius, time 5 hour. The product is C(C)(C)(C)OC(=O)N1CCC(=CC1)C1=CC=C(C2=C1C=CO2)F (4-(7-fluoro-benzofuran-4-yl)-3,6-dihydro-2H-pyridine-1-carboxylic acid tert-butyl ester). Yield: 91.2%. As a reaction SMILES: Br[C:2]1[C:7]2[CH:8]=[CH:9][O:10][C:6]=2[C:5]([F:11])=[CH:4][CH:3]=1.CC1(C)C(C)(C)OB([C:20]2[CH2:25][CH2:24][N:23]([C:26]([O:28][C:29]([CH3:32])([CH3:31])[CH3:30])=[O:27])[CH2:22][CH:21]=2)O1.C(=O)([O-])[O-].[Na+].[Na+].C1(P(C2C=CC=CC=2)C2C=CC=CC=2)C=CC=CC=1>COCCOC.C([O-])(=O)C.[Pd+2].C([O-])(=O)C.O>[C:29]([O:28][C:26]([N:23]1[CH2:22][CH:21]=[C:20]([C:2]2[C:7]3[CH:8]=[CH:9][O:10][C:6]=3[C:5]([F:11])=[CH:4][CH:3]=2)[CH2:25][CH2:24]1)=[O:27])([CH3:32])([CH3:30])[CH3:31] |f:2.3.4,7.8.9|. Procedure details: A mixture of commercially available 4-bromo-7-fluoro-benzofurane [CAS-No 1194376-46-9] (0.72 g, 3.35 mmol) and commercially available tert-butyl 4-(4,4,5,5-tetramethyl-1,3,2-dioxaborolan-2-yl)-5,6-dihydropyridine-1(2H)-carboxylate (1.09 g, 3.52 mmol) in 1,2-dimethoxyethane (22 ml) and 2M sodium carbonate solution (5.58 ml, 11.2 mmol) was purged with argon in an ultrasonic bath during 5 min. Then triphenylphosphine (176 mg, 0.67 mmol) and palladium(II)acetate (75.2 mg, 0.34 mmol) were added and t... Starting materials: C(CCCCCCCCCCCCCCCCCCCCC)(=O)O[C@H](C)C1=CC=CC=C1 ((R)-(+)-1-phenylethyl behenate), C(CCCCCCCCCCCCCCCCCCCCC)(=O)OCC (ethyl behenate). The solvent is CC(=O)C (acetone). Conditions: temperature 5 celsius. The product is C1(=CC=CC=C1)[C@@H](C)O ((R)-(+)-1-phenylethanol). Yield: 88.0%. Reaction SMILES: C([O:24][C@@H:25]([C:27]1[CH:32]=[CH:31][CH:30]=[CH:29][CH:28]=1)[CH3:26])(=O)CCCCCCCCCCCCCCCCCCCCC.C(OCC)(=O)CCCCCCCCCCCCCCCCCCCCC>CC(C)=O>[C:27]1([C@H:25]([OH:24])[CH3:26])[CH:32]=[CH:31][CH:30]=[CH:29][CH:28]=1. Procedure details: Interesterification was carried out by using 1 g of Lipase QL, 40 g of (R,S)-1-phenylethanol, and 60 g of ethyl behenate under the same conditions as in Example 6 at 95° C. for a period of 20 hours. The water content of the reaction system was 0.03% by weight, and 95% of the lipase particles had a particle size of 20 to 40 μm. Gas chromatography of the reaction mixture revealed that 47 mol % of (R,S)-1-phenylethanol had been converted to 1-phenylethyl behenate. The reaction mixture was treated i... Starting materials: CC1(C)OCC(CO)O1, ClC(Cl)Cl, CCCOc1cccc(-c2ncc(-c3ccc(O)cc3)cn2)c1. Product: CCCOc1cccc(-c2ncc(-c3ccc(OCC4COC(C)(C)O4)cc3)cn2)c1. As a reaction SMILES: [CH3:24][C:25]1([CH3:32])[O:26][CH2:27][CH:28]([CH2:30][OH:31])[O:29]1.[Cl:33][CH:34]([Cl:35])[Cl:36].[OH:1][c:2]1[cH:3][cH:4][c:5](-[c:8]2[cH:9][n:10][c:11](-[c:14]3[cH:15][c:16]([O:20][CH2:21][CH2:22][CH3:23])[cH:17][cH:18][cH:19]3)[n:12][cH:13]2)[cH:6][cH:7]1>>[O:1]([c:2]1[cH:3][cH:4][c:5](-[c:8]2[cH:9][n:10][c:11](-[c:14]3[cH:15][c:16]([O:20][CH2:21][CH2:22][CH3:23])[cH:17][cH:18][cH:19]3)[n:12][cH:13]2)[cH:6][cH:7]1)[CH2:30][CH:28]1[CH2:27][O:26][C:25]([CH3:24])([CH3:32])[O:29]1. Starting materials: Cl, Cc1ccccc1C1(O)CCC(c2ccccc2)(c2ccccc2)C2CNCC21, O=C(Cl)Cc1ccccc1. Yields the product Cc1ccccc1C1(O)CCC(c2ccccc2)(c2ccccc2)C2C(C(=O)Cc3ccccc3)NCC21. RXN SMILES: [ClH:1].[c:2]1([C:8]2([c:25]3[cH:26][cH:27][cH:28][cH:29][cH:30]3)[CH2:9][CH2:10][C:11]([OH:17])([c:18]3[c:19]([CH3:24])[cH:20][cH:21][cH:22][cH:23]3)[CH:12]3[CH2:13][NH:14][CH2:15][CH:16]23)[cH:3][cH:4][cH:5][cH:6][cH:7]1.[c:31]1([CH2:37][C:38](=[O:39])[Cl:40])[cH:32][cH:33][cH:34][cH:35][cH:36]1>>[c:2]1([C:8]2([c:25]3[cH:26][cH:27][cH:28][cH:29][cH:30]3)[CH2:9][CH2:10][C:11]([OH:17])([c:18]3[c:19]([CH3:24])[cH:20][cH:21][cH:22][cH:23]3)[CH:12]3[CH2:13][NH:14][CH:15]([C:38]([CH2:37][c:31]4[cH:32][cH:33][cH:34][cH:35][cH:36]4)=[O:39])[CH:16]23)[cH:3][cH:4][cH:5][cH:6][cH:7]1. The yield is 26.0%. Procedure details: The title compound was prepared from 3-{(S)-1-[4-(6-chloro-pyridazin-3-yl)-phenyl]-ethyl}-(S)-6-(2-hydroxy-2-methyl-propyl)-6-phenyl-[1,3]oxazinan-2-one and D-prolinamide following a procedure analogous to that described in Example 53. Yield: 26% of theory; Mass spectrum (ESI+): m/z=544 [M+H]+. Reaction SMILES: Cl[C:2]1[N:7]=[N:6][C:5]([C:8]2[CH:13]=[CH:12][C:11]([C@@H:14]([N:16]3[CH2:21][CH2:20][C@:19]([CH2:28][C:29]([OH:32])([CH3:31])[CH3:30])([C:22]4[CH:27]=[CH:26][CH:25]=[CH:24][CH:23]=4)[O:18][C:17]3=[O:33])[CH3:15])=[CH:10][CH:9]=2)=[CH:4][CH:3]=1.[NH:34]1[CH2:41][CH2:40][CH2:39][C@@H:35]1[C:36]([NH2:38])=[O:37]>>[OH:32][C:29]([CH3:31])([CH3:30])[CH2:28][C@@:19]1([C:22]2[CH:27]=[CH:26][CH:25]=[CH:24][CH:23]=2)[O:18][C:17](=[O:33])[N:16]([C@H:14]([C:11]2[CH:12]=[CH:13][C:8]([C:5]3[N:6]=[N:7][C:2]([N:34]4[CH2:41][CH2:40][CH2:39][C@@H:35]4[C:36]([NH2:38])=[O:37])=[CH:3][CH:4]=3)=[CH:9][CH:10]=2)[CH3:15])[CH2:21][CH2:20]1. The reactants are ClC1=CC=C(N=N1)C1=CC=C(C=C1)[C@H](C)N1C(O[C@](CC1)(C1=CC=CC=C1)CC(C)(C)O)=O (3-{(S)-1-[4-(6-chloro-pyridazin-3-yl)-phenyl]-ethyl}-(S)-6-(2-hydroxy-2-methyl-propyl)-6-phenyl-[1,3]oxazinan-2-one), N1[C@@H](C(=O)N)CCC1 (D-prolinamide). Product: OC(C[C@@]1(CCN(C(O1)=O)[C@@H](C)C1=CC=C(C=C1)C1=CC=C(N=N1)N1[C@H](CCC1)C(=O)N)C1=CC=CC=C1)(C)C ((R)-1-[6-(4-{(S)-1-[(S)-6-(2-Hydroxy-2-methyl-propyl)-2-oxo-6-phenyl-[1,3]oxazinan-3-yl]-ethyl}-phenyl)-pyridazin-3-yl]-pyrrolidine-2-carboxylic acid amide). Starting materials: C1CCOC1, CC#N, COc1cncc(N)n1, O=C(Cl)Oc1ccccc1, c1ccncc1. The product is COc1cncc(NC(=O)Oc2ccccc2)n1. As a reaction SMILES: [CH2:29]1[O:30][CH2:31][CH2:32][CH2:33]1.[CH3:10][C:11]#[N:12].[NH2:1][c:2]1[n:3][c:4]([O:8][CH3:9])[cH:5][n:6][cH:7]1.[c:19]1([O:25][C:26](=[O:27])[Cl:28])[cH:20][cH:21][cH:22][cH:23][cH:24]1.[cH:13]1[cH:14][cH:15][n:16][cH:17][cH:18]1>>[NH:1]([c:2]1[n:3][c:4]([O:8][CH3:9])[cH:5][n:6][cH:7]1)[C:26]([O:25][c:19]1[cH:20][cH:21][cH:22][cH:23][cH:24]1)=[O:27].